From a dataset of the Open Reaction Database (ORD), a public repository of structured organic reaction records. describe an organic reaction: reactants, conditions, products, and yield Procedure: A dry dichloromethane solution (1000 ml) of 3,4-dimethoxyphenylacetyl chloride prepared from 325 g of 3,4-dimethoxyphenylacetic acid and 300 ml of thionyl chloride was slowly added to a two-phase solvent consisting of 300 g of 3,4-dimethoxyphenethylamine, 850 ml of 2N sodium hydroxide, and 2000 ml of dichloromethane while stirring under ice-cooling. Chloroform was added to the mixture to dissolve the precipitated solid. The aqueous layer was removed, and the organic layer was washed with a satur... The solvent is ClCCl (dichloromethane), ClCCl (dichloromethane), C(Cl)(Cl)Cl (Chloroform). As a reaction SMILES: [CH3:1][O:2][C:3]1[CH:4]=[C:5]([CH2:11][C:12](Cl)=[O:13])[CH:6]=[CH:7][C:8]=1[O:9][CH3:10].COC1C=C(CC(O)=O)C=CC=1OC.S(Cl)(Cl)=O.[CH3:33][O:34][C:35]1[CH:36]=[C:37]([CH:41]=[CH:42][C:43]=1[O:44][CH3:45])[CH2:38][CH2:39][NH2:40].[OH-].[Na+]>C(Cl)(Cl)Cl.ClCCl>[CH3:33][O:34][C:35]1[CH:36]=[C:37]([CH:41]=[CH:42][C:43]=1[O:44][CH3:45])[CH2:38][CH2:39][NH:40][C:12](=[O:13])[CH2:11][C:5]1[CH:4]=[C:3]([O:2][CH3:1])[C:8]([O:9][CH3:10])=[CH:7][CH:6]=1 |f:4.5|. Starting materials: COC=1C=C(C=CC1OC)CC(=O)Cl (3,4-dimethoxyphenylacetyl chloride), COC=1C=C(C=CC1OC)CC(=O)O (3,4-dimethoxyphenylacetic acid), S(=O)(Cl)Cl (thionyl chloride), COC=1C=C(CCN)C=CC1OC (3,4-dimethoxyphenethylamine), [OH-].[Na+] (sodium hydroxide). The product is COC=1C=C(CCNC(CC2=CC=C(C(=C2)OC)OC)=O)C=CC1OC (N-(3,4-Dimethoxyphenethyl)-2-(4,5-dimethoxyphenyl)acetamide). The product is CC1CCC(C=O)C(C)S1. RXN SMILES: [CH3:11][CH2:12][O:13][C:14](=[O:15])[CH3:16].[CH:1](=[O:2])[C:3]1=[CH:8][CH2:7][CH:6]([CH3:9])[S:5][CH:4]1[CH3:10]>>[CH:1](=[O:2])[CH:3]1[CH:4]([CH3:10])[S:5][CH:6]([CH3:9])[CH2:7][CH2:8]1. Reactants: CCOC(C)=O, CC1CC=C(C=O)C(C)S1. Starting materials: O=C(CCC(=O)OCC)C (ethyl 4-oxopentanoate), C(OCC)(OCC)OCC (triethyl orthoformate), C(C)O (ethanol). Reagents/catalysts: C1(=CC=C(C=C1)S(=O)(=O)O)C (p-toluenesulfonic acid). Product: C(C)OC(CCC(=O)OCC)(C)OCC (ethyl 4,4-diethoxypentanoate). Yield: 72.5%. Reaction SMILES: [O:1]=[C:2]([CH3:10])[CH2:3][CH2:4][C:5]([O:7][CH2:8][CH3:9])=[O:6].C(OCC)(OCC)[O:12][CH2:13][CH3:14].[CH2:21](O)[CH3:22]>C1(C)C=CC(S(O)(=O)=O)=CC=1>[CH2:21]([O:1][C:2]([O:12][CH2:13][CH3:14])([CH3:10])[CH2:3][CH2:4][C:5]([O:7][CH2:8][CH3:9])=[O:6])[CH3:22]. Reported procedure: A mixture of 171.3 g (1.19 mol) of ethyl 4-oxopentanoate, 207 ml (184.2 g, 1.24 mol) of triethyl orthoformate, 26 ml of absolute ethanol and 1 g of p-toluenesulfonic acid was refluxed for 8 h with vigorous stirring and then distilled under reduced pressure. 187.9 g (72.5%) of ethyl 4,4-diethoxypentanoate were obtained, boiling point 104-106° C./14 mm Hg. Starting materials: ClCCCl, C#CCC(C(=O)O)C(C)O, ClCCl, NOC1CCCCO1. The product is C#CCC(C(=O)NOC1CCCCO1)C(C)O. As a reaction SMILES: [CH2:19]([Cl:20])[CH2:21][Cl:22].[CH2:1]([C:2]#[CH:3])[CH:4]([C:5](=[O:6])[OH:7])[CH:8]([CH3:9])[OH:10].[Cl:23][CH2:24][Cl:25].[O:11]1[CH:12]([O:17][NH2:18])[CH2:13][CH2:14][CH2:15][CH2:16]1>>[CH2:1]([C:2]#[CH:3])[CH:4]([C:5](=[O:7])[NH:18][O:17][CH:12]1[O:11][CH2:16][CH2:15][CH2:14][CH2:13]1)[CH:8]([CH3:9])[OH:10]. The reactants are CC(C)(C)C(CO)NC(=O)C(CC(=O)OCc1ccccc1)N1C=CN(c2ccc(-c3ccccc3)cc2)C1, CCO. Product: CC(C)(C)C(CO)NC(=O)C(CC(=O)O)N1C=CN(c2ccc(-c3ccccc3)cc2)C1. RXN SMILES: [CH2:1]([c:2]1[cH:3][cH:4][cH:5][cH:6][cH:7]1)[O:8][C:9]([CH2:10][CH:11]([C:12](=[O:13])[NH:14][CH:15]([C:16]([CH3:17])([CH3:18])[CH3:19])[CH2:20][OH:21])[N:22]1[CH2:23][N:24]([c:27]2[cH:28][cH:29][c:30](-[c:33]3[cH:34][cH:35][cH:36][cH:37][cH:38]3)[cH:31][cH:32]2)[CH:25]=[CH:26]1)=[O:39].[CH3:40][CH2:41][OH:42]>>[O:8]=[C:9]([CH2:10][CH:11]([C:12](=[O:13])[NH:14][CH:15]([C:16]([CH3:17])([CH3:18])[CH3:19])[CH2:20][OH:21])[N:22]1[CH2:23][N:24]([c:27]2[cH:28][cH:29][c:30](-[c:33]3[cH:34][cH:35][cH:36][cH:37][cH:38]3)[cH:31][cH:32]2)[CH:25]=[CH:26]1)[OH:39]. The product is CCCC(C)(C)C(=O)Oc1ccc(C(=O)CNC(C)(C)C)cc1O. RXN SMILES: [C:2]([CH3:3])([CH3:4])([CH3:5])[NH:6][CH2:7][C:8](=[O:9])[c:10]1[cH:11][c:12]([OH:17])[c:13]([OH:16])[cH:14][cH:15]1.[CH3:18][C:19]([C:20](=[O:21])[Cl:22])([CH2:23][CH2:24][CH3:25])[CH3:26].[ClH:1].[NH4+:34].[OH-:35].[OH:27][C:28]([C:29]([F:30])([F:31])[F:32])=[O:33]>>[C:2]([CH3:3])([CH3:4])([CH3:5])[NH:6][CH2:7][C:8](=[O:9])[c:10]1[cH:11][c:12]([OH:17])[c:13]([O:16][C:20]([C:19]([CH3:18])([CH2:23][CH2:24][CH3:25])[CH3:26])=[O:21])[cH:14][cH:15]1. Starting materials: CC(C)(C)NCC(=O)c1ccc(O)c(O)c1, CCCC(C)(C)C(=O)Cl, Cl, [NH4+], [OH-], O=C(O)C(F)(F)F. Starting materials: CS(C)=O, Clc1c[nH]cn1, COc1cc([N+](=O)[O-])cnc1Cl, [K+], [OH-], O. Product: COc1cc([N+](=O)[O-])cnc1-n1cnc(Cl)c1. RXN SMILES: [CH3:22][S:23]([CH3:24])=[O:25].[Cl:1][c:2]1[n:3][cH:4][nH:5][cH:6]1.[Cl:7][c:8]1[n:9][cH:10][c:11]([N+:16](=[O:17])[O-:18])[cH:12][c:13]1[O:14][CH3:15].[K+:20].[OH-:19].[OH2:21]>>[Cl:1][c:2]1[n:3][cH:4][n:5](-[c:8]2[n:9][cH:10][c:11]([N+:16](=[O:17])[O-:18])[cH:12][c:13]2[O:14][CH3:15])[cH:6]1. Reactants: C1(=CC=CC=C1)C(C(=O)O)C1=CC=CC=C1 (2,2-Diphenylacetic acid), C(C)O (ethanol), S(O)(O)(=O)=O (sulfuric acid). Yields the product C1(=CC=CC=C1)C(C(=O)OCC)C1=CC=CC=C1 (ethyl 2,2-diphenylacetate). RXN SMILES: [C:1]1([CH:7]([C:11]2[CH:16]=[CH:15][CH:14]=[CH:13][CH:12]=2)[C:8]([OH:10])=[O:9])[CH:6]=[CH:5][CH:4]=[CH:3][CH:2]=1.S(=O)(=O)(O)O.[CH2:22](O)[CH3:23]>>[C:1]1([CH:7]([C:11]2[CH:16]=[CH:15][CH:14]=[CH:13][CH:12]=2)[C:8]([O:10][CH2:22][CH3:23])=[O:9])[CH:2]=[CH:3][CH:4]=[CH:5][CH:6]=1. Procedure: 2,2-Diphenylacetic acid (50 g) was dissolved in ethanol (350 mL). Concentrated sulfuric acid (3 mL) was added, and the mixture was refluxed overnight. After cooling to room temperature, the reaction mixture was concentrated and diluted with diethyl ether. The organic solvent solution was then extracted with water, saturated aqueous sodium bicarbonate solution, and brine. The organic layer was then dried with magnesium sulfate, filtered, and concentrated to obtain the title compound. MS (DCI+) m/... The reactants are FCCBr, CCOC(C)=O, [H-], CC(C)(C)OC(=O)NC1CCNCC1, [Na+], CN(C)C=O, O. Yields the product CC(C)(C)OC(=O)NC1CCN(CCF)CC1. As a reaction SMILES: [Br:15][CH2:16][CH2:17][F:18].[CH3:26][CH2:27][O:28][C:29]([CH3:30])=[O:31].[H-:20].[NH:1]1[CH2:2][CH2:3][CH:4]([NH:7][C:8]([O:9][C:10]([CH3:11])([CH3:12])[CH3:13])=[O:14])[CH2:5][CH2:6]1.[Na+:19].[O:21]=[CH:22][N:23]([CH3:24])[CH3:25].[OH2:32]>>[N:1]1([CH2:16][CH2:17][F:18])[CH2:2][CH2:3][CH:4]([NH:7][C:8]([O:9][C:10]([CH3:11])([CH3:12])[CH3:13])=[O:14])[CH2:5][CH2:6]1. Starting materials: C(C)(C)(C)C=1N=C(C2=C(N1)N(N=N2)CC2=C(C=CC=C2)Cl)N2CCOCC2 (5-tert-Butyl-3-(2-chloro-benzyl)-7-morpholin-4-yl-3H-[1,2,3]triazolo[4,5-d]pyrimidine), C(C)(C)(C)C=1N=C(C2=C(N1)N(N=N2)CC2=C(C=CC=C2)Cl)Cl (5-tert-butyl-7-chloro-3-(2-chlorobenzyl)-3H-[1,2,3]triazolo[4,5-d]pyrimidine), C1(=CC=CC=C1)C1CNCC1 (3-phenylpyrrolidine). Product: C(C)(C)(C)C=1N=C(C2=C(N1)N(N=N2)CC2=C(C=CC=C2)Cl)N2CC(CC2)C2=CC=CC=C2 (5-tert-Butyl-3-(2-chloro-benzyl)-7-(3-phenyl-pyrrolidin-1-yl)-3H-[1,2,3]triazolo[4,5-d]pyrimidine). RXN SMILES: [C:1]([C:5]1[N:6]=[C:7]([N:22]2[CH2:27][CH2:26]O[CH2:24][CH2:23]2)[C:8]2[N:13]=[N:12][N:11]([CH2:14][C:15]3[CH:20]=[CH:19][CH:18]=[CH:17][C:16]=3[Cl:21])[C:9]=2[N:10]=1)([CH3:4])([CH3:3])[CH3:2].C(C1N=C(Cl)C2N=NN(C[C:42]3[CH:47]=[CH:46][CH:45]=[CH:44][C:43]=3Cl)C=2N=1)(C)(C)C.C1(C2CCNC2)C=CC=CC=1>>[C:1]([C:5]1[N:6]=[C:7]([N:22]2[CH2:27][CH2:26][CH:24]([C:42]3[CH:47]=[CH:46][CH:45]=[CH:44][CH:43]=3)[CH2:23]2)[C:8]2[N:13]=[N:12][N:11]([CH2:14][C:15]3[CH:20]=[CH:19][CH:18]=[CH:17][C:16]=3[Cl:21])[C:9]=2[N:10]=1)([CH3:4])([CH3:3])[CH3:2]. Procedure details: In analogy to the procedure described for the synthesis of 5-tert-butyl-3-(2-chlorobenzyl)-7-morpholin-4-yl-3H-[1,2,3]triazolo[4,5-d]pyrimidine (example 1, step c), the title compound was prepared from 5-tert-butyl-7-chloro-3-(2-chlorobenzyl)-3H-[1,2,3]triazolo[4,5-d]pyrimidine and 3-phenylpyrrolidine. MS (m/e): 447.4 (MH+).